This data is from the Open Reaction Database (ORD), a public repository of structured organic reaction records. The task is: describe an organic reaction: reactants, conditions, products, and yield Starting materials: [Li] (lithium), O (water), C(C)N1CCN(CC1)C1=NC(=CC2=CC=CC=C12)C=1C=C2CC(CC2=CC1)C(=O)OCC (1-(4-ethylpiperazin-1-yl)-3-(2-ethoxycarbonylindan-5-yl)isoquinoline), [Cl-].[Na+] (sodium chloride). Run in O1CCCC1 (tetrahydrofuran), O1CCCC1 (tetrahydrofuran). Run at time 20 minute. Yields the product Cl.Cl.C(C)N1CCN(CC1)C1=NC(=CC2=CC=CC=C12)C=1C=C2CC(CC2=CC1)CO (1-(4-ethylpiperazin-1-yl)-3-(2-hydroxymethylindan-5-yl)isoquinoline dihydrochloride). As a reaction SMILES: [CH2:1]([N:3]1[CH2:8][CH2:7][N:6]([C:9]2[C:18]3[C:13](=[CH:14][CH:15]=[CH:16][CH:17]=3)[CH:12]=[C:11]([C:19]3[CH:20]=[C:21]4[C:25](=[CH:26][CH:27]=3)[CH2:24][CH:23]([C:28](OCC)=[O:29])[CH2:22]4)[N:10]=2)[CH2:5][CH2:4]1)[CH3:2].[Cl-:33].[Na+].[Li].O>O1CCCC1>[ClH:33].[ClH:33].[CH2:1]([N:3]1[CH2:4][CH2:5][N:6]([C:9]2[C:18]3[C:13](=[CH:14][CH:15]=[CH:16][CH:17]=3)[CH:12]=[C:11]([C:19]3[CH:20]=[C:21]4[C:25](=[CH:26][CH:27]=3)[CH2:24][CH:23]([CH2:28][OH:29])[CH2:22]4)[N:10]=2)[CH2:7][CH2:8]1)[CH3:2] |f:1.2,6.7.8,^1:34|. Reported procedure: The resulting 1-(4-ethylpiperazin-1-yl)-3-(2-ethoxycarbonylindan-5-yl)isoquinoline (1.06 g) was dissolved in tetrahydrofuran (6 ml). Under cooling with a cooler of sodium chloride and ice, the solution was added to a suspension of lithium aluminumhydride (0.10 g) in tetrahydrofuran (10 ml), and the mixture was stirred for 20 min. To the resulting solution were sequentially added water (100 ml), a 5N aqueous solution of sodium hydroxide (100 ml) and water (300 ml), and the resulting precipitates ...